From a dataset of the Open Reaction Database (ORD), a public repository of structured organic reaction records. describe an organic reaction: reactants, conditions, products, and yield The reactants are C(C)(=O)O (acetic acid), C(C)(=O)O[BH-](OC(C)=O)OC(C)=O.[Na+] (sodium triacetoxyborohydride), N1C(=NC2=C1C=CC=C2)NCC2CCNCC2 ((1H-benzimidazol-2-yl)-piperidin-4-ylmethyl-amine), 4-phenylbutylaldehyde, ClC(C)Cl (dichloroethane). Run in CN(C=O)C (dimethylformamide). The product is N1C(=NC2=C1C=CC=C2)NCC2CCN(CC2)CCCCC2=CC=CC=C2 ((1H-benzimidazol-2-yl)-[1-(4-phenyl-butyl)-piperidin-4-ylmethyl]-amine). RXN SMILES: [C:1](O)(=O)[CH3:2].C(O[BH-](O[C:15](=O)[CH3:16])OC(=O)C)(=O)C.[Na+].[NH:19]1[C:23]2[CH:24]=[CH:25][CH:26]=[CH:27][C:22]=2[N:21]=[C:20]1[NH:28][CH2:29][CH:30]1[CH2:35][CH2:34][NH:33][CH2:32][CH2:31]1.Cl[CH:37](Cl)[CH3:38]>CN(C)C=O>[NH:19]1[C:23]2[CH:24]=[CH:25][CH:26]=[CH:27][C:22]=2[N:21]=[C:20]1[NH:28][CH2:29][CH:30]1[CH2:35][CH2:34][N:33]([CH2:27][CH2:22][CH2:23][CH2:24][C:1]2[CH:2]=[CH:16][CH:15]=[CH:38][CH:37]=2)[CH2:32][CH2:31]1 |f:1.2|. Procedure details: After adding acetic acid (28.6 μl) and sodium triacetoxyborohydride (52.99 mg, 0.25 mmol) to a mixed solution of (1H-benzimidazol-2-yl)-piperidin-4-ylmethyl-amine (30.32 mg, 0.10 mmol) and a mixed solution of the obtained 4-phenylbutylaldehyde (38.45 mg) in dichloroethane (1.0 ml) and dimethylformamide (0.5 ml), the mixture was stirred at room temperature overnight. The reaction suspension was passed through SCX (Bond Elute SCX500MG), and the SCX was washed with a mixed solution of chloroform-me...